This data is from the Open Reaction Database (ORD), a public repository of structured organic reaction records. The task is: describe an organic reaction: reactants, conditions, products, and yield Reactants: ClC1=CC=C(C=N1)N1C(=NC=2N(C=NC2C1=O)C)OC1=CC(=C(C(=C1)F)F)F (1-(6-chloropyridin-3-yl)-9-methyl-2-(3,4,5-trifluorophenoxy)-1,9-dihydro-6H-purin-6-one), CN(C)C=O (DMF). Reagents/catalysts: [C-]#N.[C-]#N.[Zn+2] (Zn(CN)2), C=1C=CC(=CC1)/C=C/C(=O)/C=C/C2=CC=CC=C2.C=1C=CC(=CC1)/C=C/C(=O)/C=C/C2=CC=CC=C2.C=1C=CC(=CC1)/C=C/C(=O)/C=C/C2=CC=CC=C2.[Pd].[Pd] (Pd2(dba)3), C1=CC=C(C=C1)P([C-]2C=CC=C2)C3=CC=CC=C3.C1=CC=C(C=C1)P([C-]2C=CC=C2)C3=CC=CC=C3.[Fe+2] (DPPF). Conditions: temperature 120 celsius. Yields the product CN1C=2N=C(N(C(C2N=C1)=O)C=1C=CC(=NC1)C#N)OC1=CC(=C(C(=C1)F)F)F (5-(9-Methyl-6-oxo-2-(3,4,5-trifluorophenoxy)-6H-purin-1(9H)-yl)picolinonitrile). RXN SMILES: Cl[C:2]1[N:7]=[CH:6][C:5]([N:8]2[C:16](=[O:17])[C:15]3[N:14]=[CH:13][N:12]([CH3:18])[C:11]=3[N:10]=[C:9]2[O:19][C:20]2[CH:25]=[C:24]([F:26])[C:23]([F:27])=[C:22]([F:28])[CH:21]=2)=[CH:4][CH:3]=1.[CH3:29][N:30](C=O)C>[C-]#N.[C-]#N.[Zn+2].C1C=CC(/C=C/C(/C=C/C2C=CC=CC=2)=O)=CC=1.C1C=CC(/C=C/C(/C=C/C2C=CC=CC=2)=O)=CC=1.C1C=CC(/C=C/C(/C=C/C2C=CC=CC=2)=O)=CC=1.[Pd].[Pd].C1C=CC(P(C2C=CC=CC=2)[C-]2C=CC=C2)=CC=1.C1C=CC(P(C2C=CC=CC=2)[C-]2C=CC=C2)=CC=1.[Fe+2]>[CH3:18][N:12]1[CH:13]=[N:14][C:15]2[C:16](=[O:17])[N:8]([C:5]3[CH:4]=[CH:3][C:2]([C:29]#[N:30])=[N:7][CH:6]=3)[C:9]([O:19][C:20]3[CH:25]=[C:24]([F:26])[C:23]([F:27])=[C:22]([F:28])[CH:21]=3)=[N:10][C:11]1=2 |f:2.3.4,5.6.7.8.9,10.11.12|. Reported procedure: 1-(6-chloropyridin-3-yl)-9-methyl-2-(3,4,5-trifluorophenoxy)-1,9-dihydro-6H-purin-6-one (0.3 g, 0.73 mmol), Zn(CN)2 (0.43 mg, 3.65 mmol), Pd2(dba)3 (0.07 g, 0.073 mmol) and DPPF (0.04 g, 0.073 mmol) are added to DMF (3 mL). The mixture is purged with N2 for 3 min and then heated at 120° C. for 18 h. Water (20 mL) is added and the resulting mixture is extracted with DCM (2×20 mL). The organic layer is passed through celite and Na2SO4 and the solvent is removed in vacuo. The crude product is purif... The product is ( a ), O=C(CC1=CC=C(C=C1)C#N)C1=CC=C(C=C1)C#N (2-Oxo-1,2-di(4-cyanophenyl)ethane). Reaction SMILES: [C:1]([C:3]1[CH:10]=[CH:9][C:6]([CH:7]=[O:8])=[CH:5][CH:4]=1)#[N:2].[C-:11]#[N:12].[K+]>C(O)C.O>[O:8]=[C:7]([C:6]1[CH:9]=[CH:10][C:3]([C:1]#[N:2])=[CH:4][CH:5]=1)[CH2:1][C:3]1[CH:10]=[CH:9][C:6]([C:11]#[N:12])=[CH:5][CH:4]=1 |f:1.2|. Reactants: C(#N)C1=CC=C(C=O)C=C1 (p-cyanobenzaldehyde), [C-]#N.[K+] (potassium cyanide). The solvent is C(C)O (ethanol), O (water). Procedure details: To a solution of 25 g of p-cyanobenzaldehyde in 50 ml of ethanol was added 5 g of potassium cyanide in 10 ml of water. The mixture was heated at reflux for 1 hr, cooled, and the crystalline product was filtered and washed with cold ethanol. Recrystallization from acetic acid afforded 4.7 g of the part (a) title compound, mp. 209°-215° C. Starting materials: O=[N+]([O-])c1ccc(Br)cc1F, C=C[Sn](CCCC)(CCCC)CCCC, Cc1ccccc1. The product is C=Cc1ccc([N+](=O)[O-])c(F)c1. As a reaction SMILES: [Br:1][c:2]1[cH:3][c:4]([F:11])[c:5]([N+:8](=[O:9])[O-:10])[cH:6][cH:7]1.[CH2:12]([CH2:13][CH2:25][CH3:26])[Sn:14]([CH2:15][CH2:16][CH2:17][CH3:18])([CH2:19][CH2:20][CH2:21][CH3:22])[CH:23]=[CH2:24].[CH3:27][c:28]1[cH:29][cH:30][cH:31][cH:32][cH:33]1>>[c:2]1([CH:12]=[CH2:13])[cH:3][c:4]([F:11])[c:5]([N+:8](=[O:9])[O-:10])[cH:6][cH:7]1.